Dataset: the Open Reaction Database (ORD), a public repository of structured organic reaction records. Task: describe an organic reaction: reactants, conditions, products, and yield RXN SMILES: [CH2:54]([N:55]=[C:56]=[N:57][CH2:58][CH2:59][CH2:60][N:61]([CH3:62])[CH3:63])[CH3:64].[CH3:1][O:2][C:3](=[O:4])[c:5]1[n:6]([CH2:23][c:24]2[cH:25][cH:26][c:27]([NH2:30])[cH:28][cH:29]2)[c:7](=[O:22])[c:8]2[cH:9][cH:10][c:11]([Br:21])[cH:12][c:13]2[c:14]1-[c:15]1[cH:16][cH:17][cH:18][cH:19][cH:20]1.[CH3:31][O:32][C:33]([c:34]1[cH:35][cH:36][c:37]([C:38](=[O:39])[OH:40])[cH:41][cH:42]1)=[O:43].[CH3:68][N:69]([CH3:70])[c:71]1[cH:72][cH:73][n:74][cH:75][cH:76]1.[Cl:65][CH2:66][Cl:67].[OH:44][n:45]1[c:46]2[cH:47][cH:48][cH:49][cH:50][c:51]2[n:52][n:53]1>>[CH3:1][O:2][C:3](=[O:4])[c:5]1[n:6]([CH2:23][c:24]2[cH:25][cH:26][c:27]([NH:30][C:38]([c:37]3[cH:36][cH:35][c:34]([C:33]([O:32][CH3:31])=[O:43])[cH:42][cH:41]3)=[O:39])[cH:28][cH:29]2)[c:7](=[O:22])[c:8]2[cH:9][cH:10][c:11]([Br:21])[cH:12][c:13]2[c:14]1-[c:15]1[cH:16][cH:17][cH:18][cH:19][cH:20]1. Reactants: CCN=C=NCCCN(C)C, COC(=O)c1c(-c2ccccc2)c2cc(Br)ccc2c(=O)n1Cc1ccc(N)cc1, COC(=O)c1ccc(C(=O)O)cc1, CN(C)c1ccncc1, ClCCl, On1nnc2ccccc21. Yields the product COC(=O)c1ccc(C(=O)Nc2ccc(Cn3c(C(=O)OC)c(-c4ccccc4)c4cc(Br)ccc4c3=O)cc2)cc1. Starting materials: oil, C(=O)(C(F)(F)F)O (TFA), COCCOC1=CC=2N(C=C1)C(=CN2)C2=NC1=C(C=CC=C1C=C2)OCC2CNCCO2 (2-((2-(7-(2-methoxyethoxy)imidazo[1,2-a]pyridin-3-yl)quinolin-8-yloxy)methyl)morpholine), C([O-])([O-])=O.[Cs+].[Cs+] (cesium carbonate), CS(=O)(=O)OCC1CN(CC1)C(=O)OC(C)(C)C (tert-butyl 3-((methylsulfonyloxy)methyl)pyrrolidine-1-carboxylate). Solvent: O (water), C(Cl)Cl (CH2Cl2), CC(=O)N(C)C (DMA). Run at temperature 70 celsius, time 20 hour. Product: COCCOC1=CC=2N(C=C1)C(=CN2)C2=NC1=C(C=CC=C1C=C2)OCC2CNCC2 (2-(7-(2-methoxyethoxy)imidazo[1,2-a]pyridin-3-yl)-8-(pyrrolidin-3-ylmethoxy)quinoline). Yield: 29.0%. As a reaction SMILES: [CH3:1][O:2][CH2:3][CH2:4][O:5][C:6]1[CH:11]=[CH:10][N:9]2[C:12]([C:15]3[CH:24]=[CH:23][C:22]4[C:17](=[C:18]([O:25][CH2:26][CH:27]5O[CH2:31][CH2:30][NH:29][CH2:28]5)[CH:19]=[CH:20][CH:21]=4)[N:16]=3)=[CH:13][N:14]=[C:8]2[CH:7]=1.C(=O)([O-])[O-].[Cs+].[Cs+].CS(OCC1CCN(C(OC(C)(C)C)=O)C1)(=O)=O.C(O)(C(F)(F)F)=O>CC(N(C)C)=O.C(Cl)Cl.O>[CH3:1][O:2][CH2:3][CH2:4][O:5][C:6]1[CH:11]=[CH:10][N:9]2[C:12]([C:15]3[CH:24]=[CH:23][C:22]4[C:17](=[C:18]([O:25][CH2:26][CH:27]5[CH2:31][CH2:30][NH:29][CH2:28]5)[CH:19]=[CH:20][CH:21]=4)[N:16]=3)=[CH:13][N:14]=[C:8]2[CH:7]=1 |f:1.2.3|. Procedure details: To a solution of 2-(7-(2-methoxyethoxy)imidazo[1,2-a]pyridin-3-yl)quinolin-8-ol [prepared as in Example 16; 204 mg, 0.61 mmol] in anhydrous DMA (5 mL) was added cesium carbonate (0.60 g, 1.8 mmol) followed by tert-butyl 3-((methylsulfonyloxy)methyl)pyrrolidine-1-carboxylate (221 mg, 0.79 mmol). The heterogeneous mixture was stirred at 70° C. for 20 hours and allowed to cool. The mixture was treated with water (50 mL) and extracted with chloroform and EtOAc. The combined organic extracts were dri... Starting materials: Cl (HCl), C(C)(C)NC(C)C (diisopropylamine), C1(CCCCC1)C#N (cyclohexanecarbonitrile), solution, C(CCC)[Li] (n-butyllithium), CCCCCC (hexane), CN1C(N(CC1)C)=O (1,3-dimethylimidazolidin-2-one), compound. The solvent is O1CCCC1 (tetrahydrofuran), O (water), O1CCCC1 (tetrahydrofuran). Conditions: temperature -40 celsius, time 3 hour. Product: OCCC1=CC=C(C=C1)CC1(CCCCC1)C#N (1-[[4-(2-Hydroxyethyl)phenyl]methyl]cyclohexanecarbonitrile). The yield is 61.6%. As a reaction SMILES: C(NC(C)C)(C)C.[CH2:8]([Li])[CH2:9][CH2:10][CH3:11].CN1CCN(C)[C:15]1=[O:20].[CH:21]1([C:27]#[N:28])[CH2:26][CH2:25][CH2:24][CH2:23][CH2:22]1.Cl.[CH3:30][CH2:31][CH2:32][CH2:33]CC>O1CCCC1.O>[OH:20][CH2:15][CH2:11][C:10]1[CH:30]=[CH:31][C:32]([CH2:33][C:21]2([C:27]#[N:28])[CH2:26][CH2:25][CH2:24][CH2:23][CH2:22]2)=[CH:8][CH:9]=1. Procedure: To a mixture maintained under nitrogen, of 5.6 g (54.9 mmoles) of diisopropylamine and 92 ml of dry tetrahydrofuran, cooled to -40° C., there is added dropwise 34.2 ml (54.7 mmoles) of a 1.6M solution of n-butyllithium in hexane, then 8.2 g of 1,3-dimethylimidazolidin-2-one. The mixture is thereafter cooled to -78° C. and is stirred 1/4 hour before adding 5.45 g (50 mmoles) of commercial cyclohexanecarbonitrile in solution in 82 ml of dry tetrahydrofuran. After having stirred 1 hour, at -78° C.,... Reactants: CCn1cc(C(=O)O)c(=O)c2cc(F)c(F)c(F)c21, CN(C)CC1CNCCO1. The product is CCn1cc(C(=O)O)c(=O)c2cc(F)c(N3CCOC(CN(C)C)C3)c(F)c21. As a reaction SMILES: [CH2:1]([CH3:2])[n:3]1[cH:4][c:5]([C:17](=[O:18])[OH:19])[c:6](=[O:16])[c:7]2[cH:8][c:9]([F:15])[c:10]([F:14])[c:11]([F:13])[c:12]12.[CH3:20][N:21]([CH3:22])[CH2:23][CH:24]1[O:25][CH2:26][CH2:27][NH:28][CH2:29]1>>[CH2:1]([CH3:2])[n:3]1[cH:4][c:5]([C:17](=[O:18])[OH:19])[c:6](=[O:16])[c:7]2[cH:8][c:9]([F:15])[c:10]([N:28]3[CH2:27][CH2:26][O:25][CH:24]([CH2:23][N:21]([CH3:20])[CH3:22])[CH2:29]3)[c:11]([F:13])[c:12]12. Reactants: BrCc1ccccc1, O=C([O-])[O-], CC#N, [K+], [K+], O=[N+]([O-])c1ccc(F)cc1O, O. Product: O=[N+]([O-])c1ccc(F)cc1OCc1ccccc1. As a reaction SMILES: [Br:18][CH2:19][c:20]1[cH:21][cH:22][cH:23][cH:24][cH:25]1.[C:12](=[O:13])([O-:14])[O-:15].[CH3:27][C:28]#[N:29].[K+:16].[K+:17].[N+:1](=[O:2])([O-:3])[c:4]1[c:5]([OH:11])[cH:6][c:7]([F:10])[cH:8][cH:9]1.[OH2:26]>>[N+:1](=[O:2])([O-:3])[c:4]1[c:5]([O:11][CH2:19][c:20]2[cH:21][cH:22][cH:23][cH:24][cH:25]2)[cH:6][c:7]([F:10])[cH:8][cH:9]1.